This data is from the Open Reaction Database (ORD), a public repository of structured organic reaction records. The task is: describe an organic reaction: reactants, conditions, products, and yield Reactants: CC(C)(C)OC(=O)NCCc1nnn[nH]1, CCI, C1CCOC1, CCOC(C)=O, [H-], [Na+]. The product is CCn1nnc(CCNC(=O)OC(C)(C)C)n1. RXN SMILES: [C:1]([CH3:2])([CH3:3])([CH3:4])[O:5][C:6]([NH:7][CH2:8][CH2:9][c:10]1[n:11][n:12][n:13][nH:14]1)=[O:15].[CH2:18]([CH3:19])[I:20].[CH2:21]1[O:22][CH2:23][CH2:24][CH2:25]1.[CH2:26]([O:27][C:28](=[O:29])[CH3:30])[CH3:31].[H-:16].[Na+:17]>>[C:1]([CH3:2])([CH3:3])([CH3:4])[O:5][C:6]([NH:7][CH2:8][CH2:9][c:10]1[n:11][n:12][n:13]([CH2:18][CH3:19])[n:14]1)=[O:15]. The reactants are ClC1=CC(=CS1)C(CC)=O (1-(5-chlorothiophen-3-yl)propan-1-one), ClCCOC1=CC=C(C=C1)C(=O)C1=CC=C(C=C1)O ((4-(2-chloroethoxy)phenyl)(4-hydroxyphenyl)methanone). Reported procedure: Following general procedure of McMurry reaction as described in example 1, step B, 1-(5-chlorothiophen-3-yl)propan-1-one (1.5 g, 1.0 eq) was reacted with (4-(2-chloroethoxy)phenyl)(4-hydroxyphenyl)methanone (2.0 g, 1.2 eq) to give 0.8 g desired product (45% yield, E). The product is ClCCOC1=CC=C(C=C1)\C(=C(/CC)\C1=CSC(=C1)Cl)\C1=CC=C(C=C1)O ((E)-4-(1-(4-(2-chloroethoxy)phenyl)-2-(5-chlorothiophen-3-yl)-but-1-enyl)phenol). Reaction SMILES: [Cl:1][C:2]1[S:6][CH:5]=[C:4]([C:7](=O)[CH2:8][CH3:9])[CH:3]=1.[Cl:11][CH2:12][CH2:13][O:14][C:15]1[CH:20]=[CH:19][C:18]([C:21]([C:23]2[CH:28]=[CH:27][C:26]([OH:29])=[CH:25][CH:24]=2)=O)=[CH:17][CH:16]=1>>[Cl:11][CH2:12][CH2:13][O:14][C:15]1[CH:20]=[CH:19][C:18](/[C:21](/[C:23]2[CH:28]=[CH:27][C:26]([OH:29])=[CH:25][CH:24]=2)=[C:7](/[C:4]2[CH:3]=[C:2]([Cl:1])[S:6][CH:5]=2)\[CH2:8][CH3:9])=[CH:17][CH:16]=1. The yield is 26.4%. The reactants are ClC=1SC2=C(N1)C=CC=C2 (2-Chlorobenzothiazole), CC1(COB(OC1)C=1C=CC(=NC1)CNC(OC(C)(C)C)=O)C (tert-butyl [5-(5,5-dimethyl-1,3,2-dioxaborinan-2-yl)pyridin-2-yl]methylcarbamate), COC1=CC2=C(N=C(S2)C=2C=NC(=NC2)N)C=C1 (5-(6-methoxy-1,3-benzothiazol-2-yl)pyrimidin-2-amine). Run at time 1 hour. Product: S1C(=NC2=C1C=CC=C2)C=2C=CC(=NC2)CNC(OCCCC)=O (Butyl [5-(1,3-benzothiazol-2-yl)pyridin-2-yl]methylcarbamate). As a reaction SMILES: Cl[C:2]1[S:3][C:4]2[CH:10]=[CH:9][CH:8]=[CH:7][C:5]=2[N:6]=1.CC1(C)COB([C:18]2[CH:19]=[CH:20][C:21]([CH2:24][NH:25][C:26](=[O:32])[O:27][C:28]([CH3:31])(C)C)=[N:22][CH:23]=2)OC1.CO[C:36]1C=CC2N=C(C3C=NC(N)=NC=3)SC=2[CH:37]=1>>[S:3]1[C:4]2[CH:10]=[CH:9][CH:8]=[CH:7][C:5]=2[N:6]=[C:2]1[C:18]1[CH:19]=[CH:20][C:21]([CH2:24][NH:25][C:26](=[O:32])[O:27][CH2:28][CH2:31][CH2:36][CH3:37])=[N:22][CH:23]=1. Procedure details: 2-Chlorobenzothiazole (31 μL, 0.25 mmol) and tert-butyl [5-(5,5-dimethyl-1,3,2-dioxaborinan-2-yl)pyridin-2-yl]methylcarbamate (80 mg, 0.25 mmol) were reacted according to the procedure used for the preparation of 5-(6-methoxy-1,3-benzothiazol-2-yl)pyrimidin-2-amine. After 1 h at 80° C., the mixture was concentrated under reduced pressure and the residue was partitioned between DCM and H2O. The organic phase was concentrated. Flash chromatography (Heptane/EtOAc gradient) gave the product (53 mg) ... The reactants are N(=NC(C#N)(C)C)C(C#N)(C)C (2,2'-azobis(isobutyronitrile)), C(C)(C)(C)OO (t-butyl hydroperoxide), [O-]O.C1(=CC=CC=C1)C(C)C (cumene hydroperoxide), N(=NC(CCC(=O)O)(C)C#N)C(CCC(=O)O)(C)C#N (4,4'-azobis(4-cyanopentanoic acid)), N(=NC(C#N)(CC(C)C)C)C(C#N)(CC(C)C)C (2,2'-azobis-(2,4-dimethylvaleronitrile)), benzoyl peroxide amnd lauroyl peroxide. The product is C(C)(C)(CC)N=NC1(CCCCC1)C#N (1-(t-amylazo)cyclohexanecarbonitrile). Reaction SMILES: N(C(C)(C)C#N)=N[C:3](C)(C)C#N.[N:13]([C:24]([C:31]#N)([CH3:30])[CH2:25][CH2:26]C(O)=O)=[N:14][C:15]([C:22]#[N:23])([CH3:21])[CH2:16][CH2:17][C:18](O)=O.N(C(C)(CC(C)C)C#N)=NC(C)(CC(C)C)C#N.C(OO)(C)(C)C.[O-]O.C1(C(C)C)C=CC=CC=1>>[C:24]([N:13]=[N:14][C:15]1([C:22]#[N:23])[CH2:16][CH2:17][CH2:18][CH2:3][CH2:21]1)([CH2:25][CH3:26])([CH3:30])[CH3:31] |f:4.5|. Procedure details: Of these oil-soluble initiators, the most preferable due to commercial availability are 2,2'-azobis(isobutyronitrile), 4,4'-azobis(4-cyanopentanoic acid), 2,2'-azobis-(2,4-dimethylvaleronitrile), t-butyl hydroperoxide, cumene hydroperoxide, benzoyl peroxide amnd lauroyl peroxide.